Dataset: the Open Reaction Database (ORD), a public repository of structured organic reaction records. Task: describe an organic reaction: reactants, conditions, products, and yield Procedure details: A mixture of diphenylmethyl 7-[2-(5-amino-1,2,4-thiadiazol-3-yl)-2-methoxyiminoacetamido]-3-(3-iodo-1-propen-1-yl)-3-cephem-4-carboxylate (IX-1) (E, 716 mg, 1 mmole) and 3-formylaminopyridine [prepared according to the procedure of N. Enomoto et al., Bull. Chem. Soc. Japan, 45, 2665 (1972)] (244 mg, 2 mmoles) in DMSO (2 ml) was stirred at room temperature for 1 hour, and poured into ethyl acetate (200 ml). The precipitate was collected by filtration, washed well with ethyl acetate and dried. A m... Isolated yield 2.9%. The product is NC1=NC(=NS1)C(C(=O)NC1[C@@H]2N(C(=C(CS2)C=CC[N+]2=CC(=CC=C2)NC=O)C(=O)[O-])C1=O)=NOC (7-[2-(5-Amino-1,2,4-thiadiazol-3-yl)-2-methoxyiminoacetamido]-3-[3-(3-formylaminopyridinio)-1-propen-1-yl]-3-cephem-4-carboxylate). Solvent: CS(=O)C (DMSO). As a reaction SMILES: [NH2:1][C:2]1[S:6][N:5]=[C:4]([C:7](=[N:40][O:41][CH3:42])[C:8]([NH:10][CH:11]2[C:38](=[O:39])[N:13]3[C:14]([C:22]([O:24]C(C4C=CC=CC=4)C4C=CC=CC=4)=[O:23])=[C:15]([CH:18]=[CH:19][CH2:20]I)[CH2:16][S:17][C@H:12]23)=[O:9])[N:3]=1.[CH:43]([NH:45][C:46]1[CH:47]=[N:48][CH:49]=[CH:50][CH:51]=1)=[O:44].C(OCC)(=O)C>CS(C)=O>[NH2:1][C:2]1[S:6][N:5]=[C:4]([C:7](=[N:40][O:41][CH3:42])[C:8]([NH:10][CH:11]2[C:38](=[O:39])[N:13]3[C:14]([C:22]([O-:24])=[O:23])=[C:15]([CH:18]=[CH:19][CH2:20][N+:48]4[CH:49]=[CH:50][CH:51]=[C:46]([NH:45][CH:43]=[O:44])[CH:47]=4)[CH2:16][S:17][C@H:12]23)=[O:9])[N:3]=1. Reaction conditions: time 80 minute. The reactants are NC1=NC(=NS1)C(C(=O)NC1[C@@H]2N(C(=C(CS2)C=CCI)C(=O)OC(C2=CC=CC=C2)C2=CC=CC=C2)C1=O)=NOC (diphenylmethyl 7-[2-(5-amino-1,2,4-thiadiazol-3-yl)-2-methoxyiminoacetamido]-3-(3-iodo-1-propen-1-yl)-3-cephem-4-carboxylate), C(=O)NC=1C=NC=CC1 (3-formylaminopyridine), C(C)(=O)OCC (ethyl acetate).